This data is from the Open Reaction Database (ORD), a public repository of structured organic reaction records. The task is: describe an organic reaction: reactants, conditions, products, and yield Procedure: A mixture of 1,7-dimethyl-1,4-dihydro-9H-pyrazolo[4,3-b]quinolin-9-one (UK-264650) (EXAMPLE 47, step 2, 100 mg, 0.375 mmol), 3-(dimethylamino)propyl chloride hydrochloride (178 mg, 1.13 mmol) and potassium carbonate (311 mg, 2.25 mmol) in N,N-dimethylformamide (2 ml) was stirred at 100° C. for 6 h. After cooling to room temperature, water (50 ml) was added and extracted with ethyl acetate (50 ml×3). The combined organic layer was dried over magnesium sulfate and evaporated. To this residue (106 ... Yield: 78.8%. RXN SMILES: [CH2:1]([N:3]1[C:12]2[CH:11]=[CH:10][C:9]([CH3:13])=[CH:8][C:7]=2[C:6](=[O:14])[C:5]2[N:15]([CH3:18])[N:16]=[CH:17][C:4]1=2)[CH3:2].Cl.[CH3:20][N:21]([CH3:26])[CH2:22]CC[Cl:25].C(=O)([O-])[O-].[K+].[K+].O>CN(C)C=O>[ClH:25].[CH3:20][N:21]([CH3:26])[CH2:22][CH2:2][CH2:1][N:3]1[C:12]2[CH:11]=[CH:10][C:9]([CH3:13])=[CH:8][C:7]=2[C:6](=[O:14])[C:5]2[N:15]([CH3:18])[N:16]=[CH:17][C:4]1=2 |f:1.2,3.4.5,8.9|. Reactants: O (water), C(C)N1C2=C(C(C=3C=C(C=CC13)C)=O)N(N=C2)C (4-ETHYL-1,7DIMETHYL-1,4-DIHYDRO-9H-PYRAZOLO[4,3-b]QUINOLIN-9-ONE), Cl.CN(CCCCl)C (3-(dimethylamino)propyl chloride hydrochloride), C([O-])([O-])=O.[K+].[K+] (potassium carbonate). Run at temperature 100 celsius, time 6 hour. Solvent: CN(C=O)C (N,N-dimethylformamide). Product: Cl.CN(CCCN1C2=C(C(C=3C=C(C=CC13)C)=O)N(N=C2)C)C (4-[3-(DIMETHYLAMINO)PROPYL]-1,7-DIMETHYL-1,4-DIHYDRO-9H-PYRAZOLO[4,3-b]QUINOLIN-9-ONE HYDROCHLORIDE). The reagents and catalysts are C1=CC=C(C=C1)P([C-]2C=CC=C2)C3=CC=CC=C3.C1=CC=C(C=C1)P([C-]2C=CC=C2)C3=CC=CC=C3.Cl[Pd]Cl.[Fe+2] (Pd(dppf)Cl2). The reactants are BrC1=CN(C(C2=CC=C(C=C12)C=1C=NN(C1)C)=O)C (4-Bromo-2-methyl-6-(1-methylpyrazol-4-yl)isoquinolin-1-one), FC1=C(C=C(N)C=C1)B1OC(C(O1)(C)C)(C)C (4-fluoro-3-(4,4,5,5-tetramethyl-1,3,2-dioxaborolan-2-yl)aniline), [O-]P(=O)([O-])[O-].[K+].[K+].[K+] (K3PO4). Reported procedure: 4-Bromo-2-methyl-6-(1-methylpyrazol-4-yl)isoquinolin-1-one (35 mg, 0.11 mmol), 4-fluoro-3-(4,4,5,5-tetramethyl-1,3,2-dioxaborolan-2-yl)aniline (29 mg, 0.12 mmol), Pd(dppf)Cl2 (8 mg, 0.01 mmol) and aqueous 1 M K3PO4 (0.3 mL) in dioxane (1.2 mL) were microwaved at 120° C. for 1.25 h. Work up was similar to that described for Example 18, step 3. Silica gel chromatography, eluting with 100% EA followed by 10% methanol in EA, gave the title compound (25 mg, 0.07 mmol) as a cream solid in 64% yield. L... The product is NC=1C=CC(=C(C1)C1=CN(C(C2=CC=C(C=C12)C=1C=NN(C1)C)=O)C)F (4-(5-amino-2-fluorophenyl)-2-methyl-6-(1-methylpyrazol-4-yl)isoquinolin-1-one). Solvent: O1CCOCC1 (dioxane). Yield: 63.6%. As a reaction SMILES: Br[C:2]1[C:11]2[C:6](=[CH:7][CH:8]=[C:9]([C:12]3[CH:13]=[N:14][N:15]([CH3:17])[CH:16]=3)[CH:10]=2)[C:5](=[O:18])[N:4]([CH3:19])[CH:3]=1.[F:20][C:21]1[CH:27]=[CH:26][C:24]([NH2:25])=[CH:23][C:22]=1B1OC(C)(C)C(C)(C)O1.[O-]P([O-])([O-])=O.[K+].[K+].[K+]>O1CCOCC1.C1C=CC(P(C2C=CC=CC=2)[C-]2C=CC=C2)=CC=1.C1C=CC(P(C2C=CC=CC=2)[C-]2C=CC=C2)=CC=1.Cl[Pd]Cl.[Fe+2]>[NH2:25][C:24]1[CH:23]=[CH:22][C:21]([F:20])=[C:27]([C:2]2[C:11]3[C:6](=[CH:7][CH:8]=[C:9]([C:12]4[CH:13]=[N:14][N:15]([CH3:17])[CH:16]=4)[CH:10]=3)[C:5](=[O:18])[N:4]([CH3:19])[CH:3]=2)[CH:26]=1 |f:2.3.4.5,7.8.9.10|. Reactants: Cl.C1=CC=CC=2C(C3=C(CCC21)C=CC=C3)=C3CCN(CC3)CCCC(=O)OCC (ethyl 4-(10,11-dihydro-5H-dibenzo[a,d]cyclohepten-5-ylidene)-1-piperidinebutyrate hydrochloride), [OH-].[Na+] (sodium hydroxide). Run in CO (methanol). Product: Cl.C1=CC=CC=2C(C3=C(CCC21)C=CC=C3)=C3CCN(CC3)CCCC(=O)O (4-(10,11-Dihydro-5H-dibenzo[a,d]cyclohepten-5-ylidene)-1-piperidinebutyric acid hydrochloride). Isolated yield 96.1%. Reaction SMILES: [ClH:1].[CH:2]1[C:12]2[CH2:11][CH2:10][C:9]3[CH:13]=[CH:14][CH:15]=[CH:16][C:8]=3[C:7](=[C:17]3[CH2:22][CH2:21][N:20]([CH2:23][CH2:24][CH2:25][C:26]([O:28]CC)=[O:27])[CH2:19][CH2:18]3)[C:6]=2[CH:5]=[CH:4][CH:3]=1.[OH-].[Na+]>CO>[ClH:1].[CH:13]1[C:9]2[CH2:10][CH2:11][C:12]3[CH:2]=[CH:3][CH:4]=[CH:5][C:6]=3[C:7](=[C:17]3[CH2:18][CH2:19][N:20]([CH2:23][CH2:24][CH2:25][C:26]([OH:28])=[O:27])[CH2:21][CH2:22]3)[C:8]=2[CH:16]=[CH:15][CH:14]=1 |f:0.1,2.3,5.6|. Procedure details: A mixture of 3.31 g of ethyl 4-(10,11-dihydro-5H-dibenzo[a,d]cyclohepten-5-ylidene)-1-piperidinebutyrate hydrochloride, 11.7 ml of 2N sodium hydroxide aqueous solution and 35 ml of methanol was refluxed for 1 hr and concentrated. Water was added to the residue, adjusted to pH 1 with 10% hydrochloric acid. The precipitate was collected by filtlation to give 2.97 g of brown solid, which was recrystallized from a mixture of ethanol and ether to give 2.48 g of colorless needles, mp 211.5°-214.5° C.